This data is from the Open Reaction Database (ORD), a public repository of structured organic reaction records. The task is: describe an organic reaction: reactants, conditions, products, and yield Reactants: C(#N)CCN1C2=CC=CC=C2C=2C3=C(C4=C(C12)N(C=1C=CC=CC14)C)C(NC3=O)=O (12-(2-Cyanoethyl)-6,7,12,13-tetrahydro-13-methyl-5,7-dioxo-5H-indolo[2,3-a]-pyrrolo[3,4-c]carbazole), C(C)O (ethanol). Reagents/catalysts: [Ni] (Raney nickel). Solvent: CO (methanol). Run at time 20 hour. Product: NCCCN1C2=CC=CC=C2C=2C3=C(C4=C(C12)N(C=1C=CC=CC14)C)C(NC3=O)=O (12-(3-aminopropyl)-6,7,12,13-tetrahydro-13-methyl-5,7-dioxo-5H-indolo[2,3-a]pyrrolo[3,4-c]-carbazole). As a reaction SMILES: [C:1]([CH2:3][CH2:4][N:5]1[C:17]2[C:16]3[N:18]([CH3:25])[C:19]4[CH:20]=[CH:21][CH:22]=[CH:23][C:24]=4[C:15]=3[C:14]3[C:26](=[O:30])[NH:27][C:28](=[O:29])[C:13]=3[C:12]=2[C:11]2[C:6]1=[CH:7][CH:8]=[CH:9][CH:10]=2)#[N:2].C(O)C>CO.[Ni]>[NH2:2][CH2:1][CH2:3][CH2:4][N:5]1[C:17]2[C:16]3[N:18]([CH3:25])[C:19]4[CH:20]=[CH:21][CH:22]=[CH:23][C:24]=4[C:15]=3[C:14]3[C:26](=[O:30])[NH:27][C:28](=[O:29])[C:13]=3[C:12]=2[C:11]2[C:6]1=[CH:7][CH:8]=[CH:9][CH:10]=2. Procedure: 760 mg (1.94 mmol) 12-(2-Cyanoethyl)-6,7,12,13-tetrahydro-13-methyl-5,7-dioxo-5H-indolo[2,3-a]-pyrrolo[3,4-c]carbazole (Example 1a) in 100 ml methanol are hydrogenated in the presence of 500 mg Raney nickel at 60° C. and 50-65 bar pressure for 20 hours in an autoclave. The reaction mixture is evaporated, the residue is taken up in 100 ml dimethylformamide, filtered off from the catalyst and again evaporated in a vacuum. The residue is chromatographed on silica gel with dichloromethane/methanol s...